This data is from the Open Reaction Database (ORD), a public repository of structured organic reaction records. The task is: describe an organic reaction: reactants, conditions, products, and yield Starting materials: [H-].[Al+3].[Li+].[H-].[H-].[H-] (lithium aluminum hydride), C(CC=C)C1CCC(=CC1=O)OCC (6-(3-butenyl)-3-ethoxy-2-cyclohexen-1-one). Solvent: CCOCC (ether), CCOCC (ether). Conditions: time 1 hour. The product is C(CC=C)C1C=CC(CC1)=O (4-(3-Butenyl)-2-cyclohexen-1-one). The yield is 78.0%. RXN SMILES: [H-].[Al+3].[Li+].[H-].[H-].[H-].[CH2:7]([CH:11]1[C:16](=O)[CH:15]=[C:14]([O:18]CC)[CH2:13][CH2:12]1)[CH2:8][CH:9]=[CH2:10]>CCOCC>[CH2:7]([CH:11]1[CH2:16][CH2:15][C:14](=[O:18])[CH:13]=[CH:12]1)[CH2:8][CH:9]=[CH2:10] |f:0.1.2.3.4.5|. Reported procedure: To a 0° C. slurry of 1.06 g. (26 mmoles) of lithium aluminum hydride in 75 ml. of ether was added a solution of 10 g. (51 mmoles) of 6-(3-butenyl)-3-ethoxy-2-cyclohexen-1-one in 25 ml. of ether. After stirring for one hour, the reaction was quenched by addition of 100 ml. of 2N hydrochloric acid. The quenched mixture was stirred for 30 minutes and then extracted with 300 ml. of ether. The ether extract was washed with 250 ml. saturated sodium bicarbonate, dried over magnesium sulfate and evapora... The reactants are BrCCOC=1C=C(C=CC1)C1=NOC2=C1SC=C2 (3-[3-(2-bromo-ethoxy)-phenyl]-thieno[2,3-d]isoxazole), C([O-])([O-])=O.[K+].[K+] (potassium carbonate), COC=1C=C(CN)C=CC1 (3-methoxybenzylamine). Run in C(C)#N (acetonitrile). Yields the product COC=1C=C(CNCCOC2=CC(=CC=C2)C2=NOC3=C2SC=C3)C=CC1 ((3-methoxy-benzyl)-[2-(3-thieno[2,3-d]isoxazol-3-yl-phenoxy)-ethyl]-amine). Reaction SMILES: Br[CH2:2][CH2:3][O:4][C:5]1[CH:6]=[C:7]([C:11]2[C:15]3[S:16][CH:17]=[CH:18][C:14]=3[O:13][N:12]=2)[CH:8]=[CH:9][CH:10]=1.C(=O)([O-])[O-].[K+].[K+].[CH3:25][O:26][C:27]1[CH:28]=[C:29]([CH:32]=[CH:33][CH:34]=1)[CH2:30][NH2:31]>C(#N)C>[CH3:25][O:26][C:27]1[CH:28]=[C:29]([CH:32]=[CH:33][CH:34]=1)[CH2:30][NH:31][CH2:2][CH2:3][O:4][C:5]1[CH:10]=[CH:9][CH:8]=[C:7]([C:11]2[C:15]3[S:16][CH:17]=[CH:18][C:14]=3[O:13][N:12]=2)[CH:6]=1 |f:1.2.3|. Procedure details: The title compound is prepared from 3-[3-(2-bromo-ethoxy)-phenyl]-thieno[2,3-d]isoxazole, potassium carbonate, 3-methoxybenzylamine and acetonitrile essentially as described above in example 35, except that the column is eluted with a graded solvent mixture of 50% ethyl acetate in heptane to 100% ethyl acetate. Purity by LC/MS (APCI)=99%, [M+H]+=381. Reactants: NC1=NC=NC(=C1C=1C=C(C(=NC1)CC)NS(=O)(=O)C1=CC=C(C=C1)OC)N[C@@H](C)C1=NN2C(C(N1C1=CC=CC=C1)=O)=C(C=C2)C ((S)—N-(5-(4-Amino-6-((1-(5-methyl-4-oxo-3-phenyl-3,4-dihydropyrrolo[2,1-f][1,2,4]triazin-2-yl)ethyl)amino)pyrimidin-5-yl)-2-ethylpyridin-3-yl)-4-methoxybenzenesulfonamide), B(Br)(Br)Br (boron tribromide). Run in ClCCl (dichloromethane). The product is NC1=NC=NC(=C1C=1C=C(C(=NC1)CC)NS(=O)(=O)C1=CC=C(C=C1)O)N[C@@H](C)C1=NN2C(C(N1C1=CC=CC=C1)=O)=C(C=C2)C ((S)—N-(5-(4-Amino-6-((1-(5-methyl-4-oxo-3-phenyl-3,4-dihydropyrrolo[2,1-f][1,2,4]triazin-2-yl)ethyl)amino)pyrimidin-5-yl)-2-ethylpyridin-3-yl)-4-hydroxybenzenesulfonamide). The yield is 22.0%. RXN SMILES: [NH2:1][C:2]1[C:7]([C:8]2[CH:9]=[C:10]([NH:16][S:17]([C:20]3[CH:25]=[CH:24][C:23]([O:26]C)=[CH:22][CH:21]=3)(=[O:19])=[O:18])[C:11]([CH2:14][CH3:15])=[N:12][CH:13]=2)=[C:6]([NH:28][C@H:29]([C:31]2[N:36]([C:37]3[CH:42]=[CH:41][CH:40]=[CH:39][CH:38]=3)[C:35](=[O:43])[C:34]3=[C:44]([CH3:47])[CH:45]=[CH:46][N:33]3[N:32]=2)[CH3:30])[N:5]=[CH:4][N:3]=1.B(Br)(Br)Br>ClCCl>[NH2:1][C:2]1[C:7]([C:8]2[CH:9]=[C:10]([NH:16][S:17]([C:20]3[CH:21]=[CH:22][C:23]([OH:26])=[CH:24][CH:25]=3)(=[O:19])=[O:18])[C:11]([CH2:14][CH3:15])=[N:12][CH:13]=2)=[C:6]([NH:28][C@H:29]([C:31]2[N:36]([C:37]3[CH:42]=[CH:41][CH:40]=[CH:39][CH:38]=3)[C:35](=[O:43])[C:34]3=[C:44]([CH3:47])[CH:45]=[CH:46][N:33]3[N:32]=2)[CH3:30])[N:5]=[CH:4][N:3]=1. Procedure: (S)—N-(5-(4-Amino-6-((1-(5-methyl-4-oxo-3-phenyl-3,4-dihydropyrrolo[2,1-f][1,2,4]triazin-2-yl)ethyl)amino)pyrimidin-5-yl)-2-ethylpyridin-3-yl)-4-methoxybenzenesulfonamide (146 mg, 0.22 mmol) was treated with boron tribromide (1M in dichloromethane, 700 μl, 0.70 mmol) in dichloromethane (1 ml) as a solvent according to the method described in Example 23. The residue was purified by reverse phase chromatography using SP1® Purification System to give 31 mg (22% yield) as a solid. Purity 100%. Starting materials: [H-].[Na+] (Sodium hydride), C(#N)C1C2=C(OCC3=C1C=CC=C3)C=CC=C2 (11-cyano-6,11-dihydrodibenz[b,e]oxepin), CN(CCCl)C (2-dimethylaminoethyl chloride), O (water). Run in CN(C=O)C (DMF), CN(C=O)C (dimethyl formamide). Yields the product C(#N)C1(C2=C(OCC3=C1C=CC=C3)C=CC=C2)CCN(C)C (11-Cyano-11-[2-(Dimethylamino)ethyl]-6,11-dihydrodibenz[b,e]oxepin). The yield is 42.0%. RXN SMILES: [H-].[Na+].[C:3]([CH:5]1[C:11]2[CH:12]=[CH:13][CH:14]=[CH:15][C:10]=2[CH2:9][O:8][C:7]2[CH:16]=[CH:17][CH:18]=[CH:19][C:6]1=2)#[N:4].[CH3:20][N:21]([CH3:25])[CH2:22][CH2:23]Cl.O>CN(C)C=O>[C:3]([C:5]1([CH2:23][CH2:22][N:21]([CH3:25])[CH3:20])[C:11]2[CH:12]=[CH:13][CH:14]=[CH:15][C:10]=2[CH2:9][O:8][C:7]2[CH:16]=[CH:17][CH:18]=[CH:19][C:6]1=2)#[N:4] |f:0.1|. Procedure details: Sodium hydride (5.0 g; 0.10 mole) is added portionwise with cooling (5°-10° C.) under a nitrogen atmosphere to a solution of 11-cyano-6,11-dihydrodibenz[b,e]oxepin of Example 1A, (20.0 g; 0.09 mole) in dry DMF (200 ml). After thirty minutes, effervescence ceases and 2-dimethylaminoethyl chloride (10.0 g; 0.09 mole) in dimethyl formamide [DMF] (200 ml) is added dropwise. Stirring is continued at 80° C. for sixteen hours. The reaction is cooled and poured into three liters of water. After extracti... Starting materials: ClC1=CC=C(C=C1)C1=NC=2N(C(=C1)C(F)F)N=CC2C(=O)O (5-(4-chloro-phenyl)-7-difluoromethyl-pyrazolo[1,5-a]pyrimidine-3-carboxylic acid), CN1CCN(CC1)S(=O)(=O)C=1C=C(C=CC1)N (3-(4-methyl-piperazine-1-sulfonyl)-phenylamine). The product is CN1CCN(CC1)S(=O)(=O)C=1C=C(C=CC1)NC(=O)C=1C=NN2C1N=C(C=C2C(F)F)C2=CC=C(C=C2)Cl (5-(4-Chloro-phenyl)-7-difluoromethyl-pyrazolo[1,5-a]pyrimidine-3-carboxylic acid[3-(4-methyl-piperazine-1-sulfonyl)-phenyl]-amide). Reaction SMILES: [Cl:1][C:2]1[CH:7]=[CH:6][C:5]([C:8]2[CH:13]=[C:12]([CH:14]([F:16])[F:15])[N:11]3[N:17]=[CH:18][C:19]([C:20](O)=[O:21])=[C:10]3[N:9]=2)=[CH:4][CH:3]=1.[CH3:23][N:24]1[CH2:29][CH2:28][N:27]([S:30]([C:33]2[CH:34]=[C:35]([NH2:39])[CH:36]=[CH:37][CH:38]=2)(=[O:32])=[O:31])[CH2:26][CH2:25]1>>[CH3:23][N:24]1[CH2:29][CH2:28][N:27]([S:30]([C:33]2[CH:34]=[C:35]([NH:39][C:20]([C:19]3[CH:18]=[N:17][N:11]4[C:12]([CH:14]([F:15])[F:16])=[CH:13][C:8]([C:5]5[CH:6]=[CH:7][C:2]([Cl:1])=[CH:3][CH:4]=5)=[N:9][C:10]=34)=[O:21])[CH:36]=[CH:37][CH:38]=2)(=[O:32])=[O:31])[CH2:26][CH2:25]1. Reported procedure: The title compound was prepared from 5-(4-chloro-phenyl)-7-difluoromethyl-pyrazolo[1,5-a]pyrimidine-3-carboxylic acid (example C.3) and 3-(4-methyl-piperazine-1-sulfonyl)-phenylamine [CAS 436095-35-1] according to general procedure II. Yellow solid. MS (ISP) 561.5 [(M+H)+]; mp 147° C.